This data is from the Open Reaction Database (ORD), a public repository of structured organic reaction records. The task is: describe an organic reaction: reactants, conditions, products, and yield The reactants are C(C)(=O)O.C(C)(=O)O.O[C@@H]1[C@]2(C)[C@@H](CC1)[C@@H]1[C@@H](CC3=CC(C[C@@H]([C@]3(CO)[C@H]1CC2)C)=O)C (17β, 19-Dihydroxy-1α,7α-dimethyl-4-androsten-3-one diacetate). Run in CO.C[O-].[Na+] (sodium methoxide methanol). Conditions: time 2 hour. Yields the product O[C@@H]1[C@]2(C)[C@@H](CC1)[C@@H]1[C@@H](CC3=CC(C[C@@H]([C@]3(CO)[C@H]1CC2)C)=O)C (17β,19-dihydroxy-1α,7α-dimethyl-4-androsten-3-one). Reaction SMILES: C(O)(=O)C.C(O)(=O)C.[OH:9][C@H:10]1[CH2:15][CH2:14][C@H:13]2[C@H:16]3[C@H:27]([CH2:28][CH2:29][C@:11]12[CH3:12])[C@:24]1([CH2:25][OH:26])[C:19](=[CH:20][C:21](=[O:31])[CH2:22][C@@H:23]1[CH3:30])[CH2:18][C@H:17]3[CH3:32]>CO.C[O-].[Na+]>[OH:9][C@H:10]1[CH2:15][CH2:14][C@H:13]2[C@H:16]3[C@H:27]([CH2:28][CH2:29][C@:11]12[CH3:12])[C@:24]1([CH2:25][OH:26])[C:19](=[CH:20][C:21](=[O:31])[CH2:22][C@@H:23]1[CH3:30])[CH2:18][C@H:17]3[CH3:32] |f:0.1.2,3.4.5|. Procedure: 17β, 19-Dihydroxy-1α,7α-dimethyl-4-androsten-3-one diacetate is dissolved under nitrogen in a sodium methoxide methanol solution at 0° C. and stirred at room temperature for about 2 hours. The solution is poured onto water and the solid collected by filtration. Recrystallization of the solid from acetonitrile yields the desired 17β,19-dihydroxy-1α,7α-dimethyl-4-androsten-3-one.